This data is from the Open Reaction Database (ORD), a public repository of structured organic reaction records. The task is: describe an organic reaction: reactants, conditions, products, and yield The reactants are CO, Cc1ccc(S(=O)(=O)n2ccc3c(-c4c(-c5ccc(F)cc5)nc5ccc(N6CCNC(C)C6)nn45)ccnc32)cc1, [Na+], [OH-], O. Product: CC1CN(c2ccc3nc(-c4ccc(F)cc4)c(-c4ccnc5[nH]ccc45)n3n2)CCN1. Reaction SMILES: [CH3:46][OH:47].[F:1][c:2]1[cH:3][cH:4][c:5](-[c:8]2[n:9][c:10]3[n:11]([n:12][c:13]([N:16]4[CH2:17][CH:18]([CH3:22])[NH:19][CH2:20][CH2:21]4)[cH:14][cH:15]3)[c:23]2-[c:24]2[c:25]3[c:26]([n:27][cH:28][cH:29]2)[n:30]([S:33]([c:34]2[cH:35][cH:36][c:37]([CH3:38])[cH:39][cH:40]2)(=[O:41])=[O:42])[cH:31][cH:32]3)[cH:6][cH:7]1.[Na+:44].[OH-:43].[OH2:45]>>[F:1][c:2]1[cH:3][cH:4][c:5](-[c:8]2[n:9][c:10]3[n:11]([n:12][c:13]([N:16]4[CH2:17][CH:18]([CH3:22])[NH:19][CH2:20][CH2:21]4)[cH:14][cH:15]3)[c:23]2-[c:24]2[c:25]3[c:26]([n:27][cH:28][cH:29]2)[nH:30][cH:31][cH:32]3)[cH:6][cH:7]1. Starting materials: C1(CCCCC1)NC1CCCCC1 (dicyclohexylamine), BrC1=CC=C(C=C1)F (1-bromo-4-fluorobenzene), CC(C)(C#C)O (2-methyl-3-butyne-2-ol), [Cl-].[Na+] (sodium chloride). The reagents and catalysts are C(C)(=O)[O-].[Pd+2].C(C)(=O)[O-] (palladium (II) acetate), C1(=CC=CC=C1)[B-](C1=CC=CC=C1)(C1=CC=CC=C1)C1=CC=CC=C1.C(C)(C)(C)[PH+](C(C)(C)C)C(C)(C)C (tri-tert-butylphosphonium tetraphenylborate). Solvent: C1(=CC=CC=C1)C (toluene), O1CCCC1 (tetrahydrofuran), O1CCCC1 (tetrahydrofuran). Yields the product FC1=CC=C(C=C1)CC(C#C)(O)C ((4-fluorophenyl)-2-methyl-3-butyne-2-ol). The yield is 97.0%. RXN SMILES: C1(NC2CCCCC2)CCCCC1.Br[C:15]1[CH:20]=[CH:19][C:18]([F:21])=[CH:17][CH:16]=1.[CH3:22][C:23]([OH:27])([C:25]#[CH:26])[CH3:24].[Cl-].[Na+]>C([O-])(=O)C.[Pd+2].C([O-])(=O)C.C1([B-](C2C=CC=CC=2)(C2C=CC=CC=2)C2C=CC=CC=2)C=CC=CC=1.C([PH+](C(C)(C)C)C(C)(C)C)(C)(C)C.C1(C)C=CC=CC=1.O1CCCC1>[F:21][C:18]1[CH:19]=[CH:20][C:15]([CH2:22][C:23]([CH3:24])([OH:27])[C:25]#[CH:26])=[CH:16][CH:17]=1 |f:3.4,5.6.7,8.9|. Procedure details: A 50-ml four-necked flask was equipped with a stirrer, a thermometer and a reflux condenser. 0.034 g (0.15 mmol) of palladium (II) acetate, 1.088 g (6 mmol) of dicyclohexylamine and 5 ml of tetrahydrofuran were weighed in the flask, followed by stirring. Further, 0.157 g (0.3 mmol) of tri-tert-butylphosphonium tetraphenylborate obtained in Example A-1 was weighed in air and added into the flask. The flask was purged with argon, followed by stirring at 30° C. for 30 minutes. 0.875 g (5 mmol) of 1... Reported procedure: In a similar manner the reaction of 1-amino-3-(4-bromobenzylideneamino)guanidine methosulfate with 4-chlorobenzaldehyde gives the methosulfate salt of the subject compound. The reaction of 1-amino-3-(4-cyanobenzylideneamino)guanidine hydroiodide with 4-chlorobenzaldehyde gives 1-(4-chlorobenzylideneamino)-3-(4-cyanobenzylideneamino)guanidine hydroiodide; the reaction of 1-amino-3-(4-chlorobenzylideneamino)guanidine hydrochloride with 4-cyanobenzaldehyde affords the corresponding hydrochloride sa... Reactants: Br.NNC(=N)NN=CC1=CC(=C(C=C1)Cl)Cl (1-amino-3-(3,4-dichlorobenzylideneamino)guanidine hydrobromide), ClC1=CC=C(C=O)C=C1 (4-chlorobenzaldehyde). Reaction SMILES: [BrH:1].N[NH:3][C:4]([NH:6][N:7]=[CH:8][C:9]1[CH:14]=[CH:13][C:12]([Cl:15])=[C:11]([Cl:16])[CH:10]=1)=[NH:5].ClC1C=CC(C=O)=CC=1>>[BrH:1].[Cl:16][C:11]1[CH:10]=[C:9]([CH:14]=[CH:13][C:12]=1[Cl:15])[CH:8]=[N:7][NH:6][C:4](=[NH:3])[NH2:5] |f:0.1,3.4|. Yields the product Br.ClC=1C=C(C=NNC(N)=N)C=CC1Cl (3-(3,4-dichlorobenzylidenamino)guanidine hydrobromide). The reactants are [Br-], CN(C)C=O, COCCOC, [H-], CI, [Li+], [Na+], CCOC(=O)c1cc2cccnc2[nH]c1=O, O=C(O)CC(O)(CC(=O)O)C(=O)O. The product is CCOC(=O)c1cc2cccnc2n(C)c1=O. RXN SMILES: [Br-:20].[CH3:36][N:37]([CH3:38])[CH:39]=[O:40].[CH3:41][O:42][CH2:43][CH2:44][O:45][CH3:46].[H-:17].[I:21][CH3:22].[Li+:19].[Na+:18].[O:1]=[c:2]1[nH:3][c:4]2[n:5][cH:6][cH:7][cH:8][c:9]2[cH:10][c:11]1[C:12](=[O:13])[O:14][CH2:15][CH3:16].[OH:23][C:24]([CH2:25][C:26]([C:27](=[O:28])[OH:29])([CH2:30][C:31](=[O:32])[OH:33])[OH:34])=[O:35]>>[O:1]=[c:2]1[n:3]([CH3:24])[c:4]2[n:5][cH:6][cH:7][cH:8][c:9]2[cH:10][c:11]1[C:12](=[O:13])[O:14][CH2:15][CH3:16]. Reactants: C1=C(C2=NNCCCCCCCC2)CCCCCCCCC1, O=C(O)c1ccc2c(c1)nc(Cc1ccccc1)n2Cc1ccccc1Cl, CN(C)C=O, NS(=O)(=O)c1ccccc1. Yields the product O=C(NS(=O)(=O)c1ccccc1)c1ccc2c(c1)nc(Cc1ccccc1)n2Cc1ccccc1Cl. As a reaction SMILES: [C:38]1([C:39]2=[CH:49][CH2:48][CH2:47][CH2:46][CH2:45][CH2:44][CH2:43][CH2:42][CH2:41][CH2:40]2)=[N:59][NH:58][CH2:57][CH2:56][CH2:55][CH2:54][CH2:53][CH2:52][CH2:51][CH2:50]1.[CH2:1]([c:2]1[cH:3][cH:4][cH:5][cH:6][cH:7]1)[c:8]1[n:9][c:10]2[c:11]([n:12]1[CH2:13][c:14]1[c:15]([Cl:20])[cH:16][cH:17][cH:18][cH:19]1)[cH:21][cH:22][c:23]([C:25](=[O:26])[OH:27])[cH:24]2.[CH3:60][N:61]([CH3:62])[CH:63]=[O:64].[c:28]1([S:34](=[O:35])(=[O:36])[NH2:37])[cH:29][cH:30][cH:31][cH:32][cH:33]1>>[CH2:1]([c:2]1[cH:3][cH:4][cH:5][cH:6][cH:7]1)[c:8]1[n:9][c:10]2[c:11]([n:12]1[CH2:13][c:14]1[c:15]([Cl:20])[cH:16][cH:17][cH:18][cH:19]1)[cH:21][cH:22][c:23]([C:25](=[O:26])[NH:37][S:34]([c:28]1[cH:29][cH:30][cH:31][cH:32][cH:33]1)(=[O:35])=[O:36])[cH:24]2. The reactants are CCOCc1nc2c(Cl)nc3ccccc3c2n1CCNC(=O)OC(C)(C)C, Cl, [Na+], C1COCCO1, [OH-]. The product is CCOCc1nc2c(Cl)nc3ccccc3c2n1CCN. RXN SMILES: [Cl:1][c:2]1[n:3][c:4]2[cH:5][cH:6][cH:7][cH:8][c:9]2[c:10]2[c:11]1[n:12][c:13]([CH2:25][O:26][CH2:27][CH3:28])[n:14]2[CH2:15][CH2:16][NH:17][C:18](=[O:19])[O:20][C:21]([CH3:22])([CH3:23])[CH3:24].[ClH:29].[Na+:31].[O:32]1[CH2:33][CH2:34][O:35][CH2:36][CH2:37]1.[OH-:30]>>[Cl:1][c:2]1[n:3][c:4]2[cH:5][cH:6][cH:7][cH:8][c:9]2[c:10]2[c:11]1[n:12][c:13]([CH2:25][O:26][CH2:27][CH3:28])[n:14]2[CH2:15][CH2:16][NH2:17]. Starting materials: FC(F)(F)Oc1cccc(Br)c1, O=C1N(c2ccc(OC(F)(F)F)cc2)CCC12CCNCC2. The product is O=C1N(c2ccc(OC(F)(F)F)cc2)CCC12CCN(c1cccc(OC(F)(F)F)c1)CC2. RXN SMILES: [Br:23][c:24]1[cH:25][c:26]([O:30][C:31]([F:32])([F:33])[F:34])[cH:27][cH:28][cH:29]1.[F:1][C:2]([O:3][c:4]1[cH:5][cH:6][c:7]([N:10]2[C:11](=[O:20])[C:12]3([CH2:13][CH2:14]2)[CH2:15][CH2:16][NH:17][CH2:18][CH2:19]3)[cH:8][cH:9]1)([F:21])[F:22]>>[F:1][C:2]([O:3][c:4]1[cH:5][cH:6][c:7]([N:10]2[C:11](=[O:20])[C:12]3([CH2:13][CH2:14]2)[CH2:15][CH2:16][N:17]([c:24]2[cH:25][c:26]([O:30][C:31]([F:32])([F:33])[F:34])[cH:27][cH:28][cH:29]2)[CH2:18][CH2:19]3)[cH:8][cH:9]1)([F:21])[F:22]. The reactants are CN1CCN(c2ccc(Nc3ncc4ccc(Br)n4n3)cc2)CC1, CC(=O)[O-], CC(=O)[O-], CC1(C)OB(c2ccccc2OCC#N)OC1(C)C, CN(C)C=O, [Na+], [Na+], O=C([O-])[O-], O, [Pd+2], c1ccc(P(c2ccccc2)c2ccccc2)cc1. Yields the product CN1CCN(c2ccc(Nc3ncc4ccc(-c5ccccc5OCC#N)n4n3)cc2)CC1. As a reaction SMILES: [Br:20][c:21]1[cH:22][cH:23][c:24]2[cH:25][n:26][c:27]([NH:30][c:31]3[cH:32][cH:33][c:34]([N:37]4[CH2:38][CH2:39][N:40]([CH3:43])[CH2:41][CH2:42]4)[cH:35][cH:36]3)[n:28][n:29]12.[C:70]([O-:71])(=[O:72])[CH3:73].[C:75]([O-:76])(=[O:77])[CH3:78].[CH3:44][C:45]1([CH3:46])[C:47]([CH3:48])([CH3:49])[O:50][B:51]([c:52]2[c:53]([O:54][CH2:55][C:56]#[N:57])[cH:58][cH:59][cH:60][cH:61]2)[O:62]1.[CH3:79][N:80]([CH3:81])[CH:82]=[O:83].[Na+:63].[Na+:64].[O-:65][C:66](=[O:67])[O-:68].[OH2:69].[Pd+2:74].[c:1]1([P:2]([c:3]2[cH:4][cH:5][cH:6][cH:7][cH:8]2)[c:9]2[cH:10][cH:11][cH:12][cH:13][cH:14]2)[cH:15][cH:16][cH:17][cH:18][cH:19]1>>[c:21]1(-[c:52]2[c:53]([O:54][CH2:55][C:56]#[N:57])[cH:58][cH:59][cH:60][cH:61]2)[cH:22][cH:23][c:24]2[cH:25][n:26][c:27]([NH:30][c:31]3[cH:32][cH:33][c:34]([N:37]4[CH2:38][CH2:39][N:40]([CH3:43])[CH2:41][CH2:42]4)[cH:35][cH:36]3)[n:28][n:29]12. The reactants are C1(=CC=CC=C1)P(C1=CC=CC=C1)C1=CC=CC=C1 (triphenylphosphine), CCOC(=O)/N=N/C(=O)OCC (diethylazodicarboxylate), C(C)OC([C@H](CC1=CC=C(C=C1)C#CCCCO)OC)=O ((2S)-3-[4-(5-hydroxy-pent-1-ynyl)-phenyl]-2-methoxy-propionic acid ethyl ester), C1(=CC=CC=C1)C1=CC=C(C=C1)O (4-phenylphenol). The solvent is C1CCOC1 (THF), C1CCOC1 (THF). Run at time 20 minute. The product is C1(=CC=C(C=C1)OCCCCC(=O)C1=CC=C(C=C1)C[C@@H](C(=O)O)OC)C1=CC=CC=C1 ((2S)-3-{4-[5-(Biphenyl-4-yloxy)-pentanoyl]-phenyl}-2-methoxy-propionic acid). RXN SMILES: C1(P(C2C=CC=CC=2)C2C=CC=CC=2)C=CC=CC=1.CC[O:22]C(/N=N/C(OCC)=O)=O.C([O:34][C:35](=[O:52])[C@@H:36]([O:50][CH3:51])[CH2:37][C:38]1[CH:43]=[CH:42][C:41]([C:44]#[C:45][CH2:46][CH2:47][CH2:48][OH:49])=[CH:40][CH:39]=1)C.[C:53]1([C:59]2[CH:64]=[CH:63][C:62](O)=[CH:61][CH:60]=2)[CH:58]=[CH:57][CH:56]=[CH:55][CH:54]=1>C1COCC1>[C:59]1([C:53]2[CH:54]=[CH:55][CH:56]=[CH:57][CH:58]=2)[CH:60]=[CH:61][C:62]([O:49][CH2:48][CH2:47][CH2:46][CH2:45][C:44]([C:41]2[CH:40]=[CH:39][C:38]([CH2:37][C@H:36]([O:50][CH3:51])[C:35]([OH:34])=[O:52])=[CH:43][CH:42]=2)=[O:22])=[CH:63][CH:64]=1. Reported procedure: A solution of triphenylphosphine (0.24 g, 0.915 mmol) in 5 mL of dry THF was treated at 0° C. with diethylazodicarboxylate (0.159 g, 0.915 mmol) and stirred for 20 min. A solution of (2S)-3-[4-(5-hydroxy-pent-1-ynyl)-phenyl]-2-methoxy-propionic acid ethyl ester (Example 21, Step A) (0.18 g, 0.61 mmol) and 4-phenylphenol (0.156 g, 0.915 mmol) in 2 mL of dry THF was added, and the mixture was stirred at room temperature overnight. The mixture was concentrated under vacuum and purified by silica ge... Run in ClCCCl (DCE). Run at time 20 minute. Reaction SMILES: [C:1]([O:5][C:6]([N:8]1[CH2:12][CH2:11][CH2:10][C:9]1([CH:14]=O)[CH3:13])=[O:7])([CH3:4])([CH3:3])[CH3:2].[Cl:16][C:17]1[CH:24]=[CH:23][CH:22]=[CH:21][C:18]=1[CH2:19][NH2:20].C(O)(=O)C.C(O[BH-](OC(=O)C)OC(=O)C)(=O)C.[Na+]>ClCCCl>[C:1]([O:5][C:6]([N:8]1[CH2:12][CH2:11][CH2:10][C:9]1([CH2:14][NH:20][CH2:19][C:18]1[CH:21]=[CH:22][CH:23]=[CH:24][C:17]=1[Cl:16])[CH3:13])=[O:7])([CH3:4])([CH3:3])[CH3:2] |f:3.4|. Yield: 40.0%. Yields the product C(C)(C)(C)OC(=O)N1C(CCC1)(C)CNCC1=C(C=CC=C1)Cl ((rac)-2-[(2-chloro-benzylamino)-methyl]-2-methyl-pyrrolidine-1-carboxylic acid tert-butyl ester). Reported procedure: To a solution of (rac)-2-formyl-2-methyl-pyrrolidine-1-carboxylic acid tert-butyl ester (0.7 g, 1 eq) and 2-chloro-benzylamine (1.2 eq) in DCE (20 mL) was added acetic acid (0.8 eq) and allowed to stir for 20 minutes followed by the addition of sodium triacetoxyborohydride (2 eq). The reaction mixture was stirred for 12 h. After completion of reaction on TLC, the reaction was quenched with water and extracted with DCM (3×50 mL). The organic layer was dried over anhydrous Na2SO4 and concentrated ... The reactants are C(C)(=O)O[BH-](OC(C)=O)OC(C)=O.[Na+] (sodium triacetoxyborohydride), C(C)(C)(C)OC(=O)N1C(CCC1)(C)C=O ((rac)-2-formyl-2-methyl-pyrrolidine-1-carboxylic acid tert-butyl ester), ClC1=C(CN)C=CC=C1 (2-chloro-benzylamine), C(C)(=O)O (acetic acid).